From a dataset of the Open Reaction Database (ORD), a public repository of structured organic reaction records. describe an organic reaction: reactants, conditions, products, and yield Reactants: NC1=NC=C(C(=C1C#N)C)Br (2-amino-5-bromo-3-cyano-4-methylpyridine), FC=1C=C(C=C(C1)C(F)(F)F)B(O)O (3-fluoro-5-trifluoromethylphenylboronic acid), C([O-])([O-])=O.[K+].[K+] (potassium carbonate). Reagents/catalysts: C=1C=CC(=CC1)[P](C=2C=CC=CC2)(C=3C=CC=CC3)[Pd]([P](C=4C=CC=CC4)(C=5C=CC=CC5)C=6C=CC=CC6)([P](C=7C=CC=CC7)(C=8C=CC=CC8)C=9C=CC=CC9)[P](C=1C=CC=CC1)(C=1C=CC=CC1)C=1C=CC=CC1 (tetrakis(triphenylphosphine)palladium(0)). Run in C1(=CC=CC=C1)C (toluene). Yields the product NC1=NC=C(C(=C1C#N)C)C1=CC(=CC(=C1)C(F)(F)F)F (2-amino-3-cyano-4-methyl-5-[3-fluoro-5-trifluoromethylphenyl]pyridine). As a reaction SMILES: [NH2:1][C:2]1[C:7]([C:8]#[N:9])=[C:6]([CH3:10])[C:5](Br)=[CH:4][N:3]=1.[F:12][C:13]1[CH:14]=[C:15](B(O)O)[CH:16]=[C:17]([C:19]([F:22])([F:21])[F:20])[CH:18]=1.C(=O)([O-])[O-].[K+].[K+]>C1(C)C=CC=CC=1.C1C=CC([P]([Pd]([P](C2C=CC=CC=2)(C2C=CC=CC=2)C2C=CC=CC=2)([P](C2C=CC=CC=2)(C2C=CC=CC=2)C2C=CC=CC=2)[P](C2C=CC=CC=2)(C2C=CC=CC=2)C2C=CC=CC=2)(C2C=CC=CC=2)C2C=CC=CC=2)=CC=1>[NH2:1][C:2]1[C:7]([C:8]#[N:9])=[C:6]([CH3:10])[C:5]([C:15]2[CH:16]=[C:17]([C:19]([F:21])([F:20])[F:22])[CH:18]=[C:13]([F:12])[CH:14]=2)=[CH:4][N:3]=1 |f:2.3.4,^1:42,44,63,82|. Reported procedure: This compound is prepared in a manner analogous to that of Step D of Example 4, using 1.7 grams (0.008 mole) of 2-amino-5-bromo-3-cyano-4-methylpyridine, 2.5 grams (0.012 mole) of 3-fluoro-5-trifluoromethylphenylboronic acid, 4.3 grams (0.031 mole) of potassium carbonate and 0.3 gram of tetrakis(triphenylphosphine)palladium(0) in 150 mL of toluene, yielding 2-amino-3-cyano-4-methyl-5-[3-fluoro-5-trifluoromethylphenyl]pyridine. Starting materials: CC(=O)O, Cc1ccc(-c2cc(Nc3ccc(C)cc3C(=O)O)n(-c3ccccc3C)n2)cc1, ClCCl, ClCCl, O=C1CCC(=O)N1I, O. The product is Cc1ccc(-c2nn(-c3ccccc3C)c(Nc3ccc(C)cc3C(=O)O)c2I)cc1. RXN SMILES: [C:40]([OH:41])(=[O:42])[CH3:43].[CH3:1][c:2]1[cH:3][cH:4][c:5]([NH:11][c:12]2[cH:13][c:14](-[c:24]3[cH:25][cH:26][c:27]([CH3:30])[cH:28][cH:29]3)[n:15][n:16]2-[c:17]2[c:18]([CH3:23])[cH:19][cH:20][cH:21][cH:22]2)[c:6]([C:7](=[O:8])[OH:9])[cH:10]1.[Cl:44][CH2:45][Cl:46].[Cl:47][CH2:48][Cl:49].[O:31]=[C:32]1[N:33]([I:38])[C:34](=[O:35])[CH2:36][CH2:37]1.[OH2:39]>>[CH3:1][c:2]1[cH:3][cH:4][c:5]([NH:11][c:12]2[c:13]([I:38])[c:14](-[c:24]3[cH:25][cH:26][c:27]([CH3:30])[cH:28][cH:29]3)[n:15][n:16]2-[c:17]2[c:18]([CH3:23])[cH:19][cH:20][cH:21][cH:22]2)[c:6]([C:7](=[O:8])[OH:9])[cH:10]1. Starting materials: CO, CC(C)(C)OC(=O)N1CCC(Oc2cncc(Cl)n2)CC1, Cl. Product: Clc1cncc(OC2CCNCC2)n1. Reaction SMILES: [CH3:23][OH:24].[Cl:2][c:3]1[cH:4][n:5][cH:6][c:7]([O:9][CH:10]2[CH2:11][CH2:12][N:13]([C:16]([O:17][C:18]([CH3:19])([CH3:20])[CH3:21])=[O:22])[CH2:14][CH2:15]2)[n:8]1.[ClH:1]>>[Cl:2][c:3]1[cH:4][n:5][cH:6][c:7]([O:9][CH:10]2[CH2:11][CH2:12][NH:13][CH2:14][CH2:15]2)[n:8]1. The reactants are Cl (hydrochloric acid), [BH4-].[Li+] (lithium borohydride), O1CCCC1 (tetrahydrofuran), O1CCCC1 (tetrahydrofuran), FC1=C(C=CC=C1F)C1=CC=C(C=C1)OCCCCCCCCCCCC(C(=O)OCC)C(=O)OCC (2,3-difluoro-4'-[12,12-bis(ethoxycarbonyl)dodecyl]oxybiphenyl). Product: FC1=C(C=CC=C1F)C1=CC=C(C=C1)OCCCCCCCCCCCC(CO)CO (2,3-difluoro-4'-[12,12-bis(hydroxymethyl)dodecyl]oxybiphenyl). The yield is 71.6%. RXN SMILES: [BH4-].[Li+].O1CCCC1.Cl.[F:9][C:10]1[C:15]([F:16])=[CH:14][CH:13]=[CH:12][C:11]=1[C:17]1[CH:22]=[CH:21][C:20]([O:23][CH2:24][CH2:25][CH2:26][CH2:27][CH2:28][CH2:29][CH2:30][CH2:31][CH2:32][CH2:33][CH2:34][CH:35]([C:41](OCC)=[O:42])[C:36](OCC)=[O:37])=[CH:19][CH:18]=1>>[F:9][C:10]1[C:15]([F:16])=[CH:14][CH:13]=[CH:12][C:11]=1[C:17]1[CH:22]=[CH:21][C:20]([O:23][CH2:24][CH2:25][CH2:26][CH2:27][CH2:28][CH2:29][CH2:30][CH2:31][CH2:32][CH2:33][CH2:34][CH:35]([CH2:36][OH:37])[CH2:41][OH:42])=[CH:19][CH:18]=1 |f:0.1|. Reported procedure: First, 1.7 g of lithium borohydride and 20 ml of tetrahydrofuran were placed in a 100 ml flask. Then, 60 ml of tetrahydrofuran solution in which 4 g of 2,3-difluoro-4'-[12,12-bis(ethoxycarbonyl)dodecyl]oxybiphenyl was dissolved was added dropwise to the reaction mixture, and the resultant reaction mixture was stirred under reflux for 18 hours. The reaction mixture was poured into cold diluted hydrochloric acid, and an organic layer was extracted with ether. The ether layer was washed with water ... Reactants: CO, [K+], [OH-], Cc1ccc(S(=O)(=O)n2ccc3c(Nc4ccc5cn[nH]c5c4)nc(Nc4ccc(N5CCN(C)CC5)cc4)nc32)cc1. The product is CN1CCN(c2ccc(Nc3nc(Nc4ccc5cn[nH]c5c4)c4cc[nH]c4n3)cc2)CC1. As a reaction SMILES: [CH3:46][OH:47].[K+:45].[OH-:44].[nH:1]1[n:2][cH:3][c:4]2[cH:5][cH:6][c:7]([NH:10][c:11]3[c:12]4[c:13]([n:14][c:15]([NH:17][c:18]5[cH:19][cH:20][c:21]([N:24]6[CH2:25][CH2:26][N:27]([CH3:30])[CH2:28][CH2:29]6)[cH:22][cH:23]5)[n:16]3)[n:31]([S:34]([c:35]3[cH:36][cH:37][c:38]([CH3:39])[cH:40][cH:41]3)(=[O:42])=[O:43])[cH:32][cH:33]4)[cH:8][c:9]12>>[nH:1]1[n:2][cH:3][c:4]2[cH:5][cH:6][c:7]([NH:10][c:11]3[c:12]4[c:13]([n:14][c:15]([NH:17][c:18]5[cH:19][cH:20][c:21]([N:24]6[CH2:25][CH2:26][N:27]([CH3:30])[CH2:28][CH2:29]6)[cH:22][cH:23]5)[n:16]3)[nH:31][cH:32][cH:33]4)[cH:8][c:9]12.